Dataset: the Open Reaction Database (ORD), a public repository of structured organic reaction records. Task: describe an organic reaction: reactants, conditions, products, and yield The reactants are O (water), C([O-])([O-])=O.[K+].[K+] (potassium carbonate), [CH2-]C(=O)C.ClC[C@H](CO)O ((S)-(−)-3-chloro-1,2-propanediol acetonide), OC1=CC=C(C=O)C=C1 (4-hydroxybenzaldehyde). The solvent is CN(C)C=O (DMF). Run at temperature 160 celsius, time 16 hour. Yields the product CC1(OC[C@H](O1)COC1=CC=C(C=O)C=C1)C (4-{[(4R)-2,2-Dimethyl-1,3-dioxolan-4-yl]methoxy}benzaldehyde). As a reaction SMILES: [OH:1][C:2]1[CH:9]=[CH:8][C:5]([CH:6]=[O:7])=[CH:4][CH:3]=1.C(=O)([O-])[O-].[K+].[K+].[CH2-:16][C:17]([CH3:19])=[O:18].Cl[CH2:21][C@@H:22]([OH:25])[CH2:23]O.O>CN(C=O)C>[CH3:16][C:17]1([CH3:19])[O:25][C@H:22]([CH2:23][O:1][C:2]2[CH:9]=[CH:8][C:5]([CH:6]=[O:7])=[CH:4][CH:3]=2)[CH2:21][O:18]1 |f:1.2.3,4.5|. Reported procedure: An amount of 31.2 g (255.4 mmol) of 4-hydroxybenzaldehyde was introduced in 400 ml of dry DMF and admixed at RT with 105.7 g (766.1 mmol) of potassium carbonate and also 50.0 g (332.0 mmol) of (S)-(−)-3-chloro-1,2-propanediol acetonide. The batch was stirred at 160° C. for 16 hours. The batch was then admixed with 4000 ml of water and extracted with three times 500 ml of ethyl acetate. The combined organic phases were washed once each with 500 ml of water and 500 ml of saturated aqueous sodium c... The reactants are FC1=CC=C(C=O)C=C1 (4-fluorobenzaldehyde), S(=O)(=O)(C1=CC=C(C)C=C1)C[N+]#[C-] (tosylmethylisocyanide), [C-]#N.[Na+] (NaCN). The product is FC1=CC=C(C=C1)[C@@H]1[C@H](N=CO1)S(=O)(=O)C1=CC=C(C=C1)C ((4R*,5R*)-5-(4-Fluoro-phenyl)-4-(toluene-4-sulfonyl)-4,5-dihydro-oxazole). Reaction SMILES: [F:1][C:2]1[CH:9]=[CH:8][C:5]([CH:6]=[O:7])=[CH:4][CH:3]=1.[S:10]([CH2:20][N+:21]#[C-:22])([C:13]1[CH:19]=[CH:18][C:16]([CH3:17])=[CH:15][CH:14]=1)(=[O:12])=[O:11].[C-]#N.[Na+]>>[F:1][C:2]1[CH:9]=[CH:8][C:5]([C@H:6]2[O:7][CH:22]=[N:21][C@@H:20]2[S:10]([C:13]2[CH:19]=[CH:18][C:16]([CH3:17])=[CH:15][CH:14]=2)(=[O:12])=[O:11])=[CH:4][CH:3]=1 |f:2.3|. Procedure: In a manner analogous to Preparation 1, 4-fluorobenzaldehyde (0.18 g, 1.47 mmol), tosylmethylisocyanide (0.27 g, 1.40 mmol) and NaCN (6.9 mg, 0.14 mmol) gave the desired compound as a tan solid. MS(ES+) m/z 320.6 (M+H+). The reactants are ClC1=NC=C(C(=N1)NC1=C(C=CC=C1)S(=O)(=O)C(C)C)Cl ((2,5-Dichloro-pyrimidin-4-yl)-[2-(propane-2-sulfonyl)-phenyl]-amine), NC1=CC2=C(CCN(CC2)CC(=O)N2CCOCC2)C=C1OC (2-(7-Amino-8-methoxy-1,2,4,5-tetrahydro-3-benzazepin-3-yl)-1-morpholin-4-yl-ethanone). Product: ClC=1C(=NC(=NC1)NC1=CC2=C(CCN(CC2)CC(=O)N2CCOCC2)C=C1OC)NC1=C(C=CC=C1)S(=O)(=O)C(C)C (2-(7-{5-Chloro-4-[2-(propane-2-sulfonyl)-phenylamino]-pyrimidin-2-ylamino}-8-methoxy-1,2,4,5-tetrahydro-3-benzazepin-3-yl)-1-morpholin-4-yl-ethanone). The yield is 60.0%. RXN SMILES: Cl[C:2]1[N:7]=[C:6]([NH:8][C:9]2[CH:14]=[CH:13][CH:12]=[CH:11][C:10]=2[S:15]([CH:18]([CH3:20])[CH3:19])(=[O:17])=[O:16])[C:5]([Cl:21])=[CH:4][N:3]=1.[NH2:22][C:23]1[C:42]([O:43][CH3:44])=[CH:41][C:26]2[CH2:27][CH2:28][N:29]([CH2:32][C:33]([N:35]3[CH2:40][CH2:39][O:38][CH2:37][CH2:36]3)=[O:34])[CH2:30][CH2:31][C:25]=2[CH:24]=1>>[Cl:21][C:5]1[C:6]([NH:8][C:9]2[CH:14]=[CH:13][CH:12]=[CH:11][C:10]=2[S:15]([CH:18]([CH3:20])[CH3:19])(=[O:17])=[O:16])=[N:7][C:2]([NH:22][C:23]2[C:42]([O:43][CH3:44])=[CH:41][C:26]3[CH2:27][CH2:28][N:29]([CH2:32][C:33]([N:35]4[CH2:40][CH2:39][O:38][CH2:37][CH2:36]4)=[O:34])[CH2:30][CH2:31][C:25]=3[CH:24]=2)=[N:3][CH:4]=1. Reported procedure: In an analogous manner to Example 1503, the product was prepared from (2,5-Dichloro-pyrimidin-4-yl)-[2-(propane-2-sulfonyl)-phenyl]-amine and 2-(7-Amino-8-methoxy-1,2,4,5-tetrahydro-3-benzazepin-3-yl)-1-morpholin-4-yl-ethanone. Product was isolated as a white foam (65 mg, 60%). mp: 100° C., MS (ESI+): 629.6 (M+H), 1H-NMR (CDCl3, 400 MHz) δ 9.53 (s, 1H), 8.57 (d, J=9 Hz, 1H), 8.18 (s, 1H), 8.01 (s, 1H), 7.95 (d, J=8 Hz, 1H), 7.62 (t, J=8 Hz, 1H), 7.52 (s, 1H), 6.67 (s, 1H), 3.90 (s, 3H), 3.74 (s,... The reactants are CC#N, COC(=O)C(Cc1ccc2nc(-c3c(Cl)cccc3Cl)ccc2c1)NC(=O)c1c(Cl)cccc1Cl, [K+], [Na+], [OH-], O, O=S(=O)([O-])O. Yields the product O=C(NC(Cc1ccc2nc(-c3c(Cl)cccc3Cl)ccc2c1)C(=O)O)c1c(Cl)cccc1Cl. As a reaction SMILES: [CH3:42][C:43]#[N:44].[Cl:1][c:2]1[c:3]([C:4](=[O:5])[NH:6][CH:7]([C:8](=[O:9])[O:10][CH3:11])[CH2:12][c:13]2[cH:14][c:15]3[cH:16][cH:17][c:18](-[c:23]4[c:24]([Cl:30])[cH:25][cH:26][cH:27][c:28]4[Cl:29])[n:19][c:20]3[cH:21][cH:22]2)[c:31]([Cl:35])[cH:32][cH:33][cH:34]1.[K+:41].[Na+:47].[OH-:46].[OH2:45].[S:36](=[O:37])(=[O:38])([OH:39])[O-:40]>>[Cl:1][c:2]1[c:3]([C:4](=[O:5])[NH:6][CH:7]([C:8](=[O:9])[OH:10])[CH2:12][c:13]2[cH:14][c:15]3[cH:16][cH:17][c:18](-[c:23]4[c:24]([Cl:30])[cH:25][cH:26][cH:27][c:28]4[Cl:29])[n:19][c:20]3[cH:21][cH:22]2)[c:31]([Cl:35])[cH:32][cH:33][cH:34]1. The reactants are C([O-])(O)=O.[Na+] (sodium bicarbonate), C(C)(C)(C)OC(NC1(CCC1)C1=CC=C(C=C1)C=1C(=CC=2NC(NCC2N1)=O)C1=CC=CC=C1)=O (tert-butyl(1-(4-(2-oxo-7-phenyl-1,2,3,4-tetrahydropyrido[3,2-d]pyrimidin-6-yl)phenyl)cyclobutyl)carbamate), C([O-])([O-])=O.[K+].[K+] (potassium carbonate), CI (methyl iodide), CN(C)C=O (DMF), C([O-])([O-])=O.[K+].[K+] (Potassium carbonate), CI (methyl iodide), C([O-])([O-])=O.[K+].[K+] (Potassium carbonate), CI (methyl iodide). Reaction conditions: time 8 hour. The product is CC1C(NC2=C(N1)N=C(C(=C2)C2=CC=CC=C2)C2=CC=C(C=C2)C2(CCC2)NC(OC(C)(C)C)=O)=O (tert-butyl 1-(4-(3-methyl-2-oxo-7-phenyl-1,2,3,4-tetrahydropyrido[2,3-b]pyrazin-6-yl)phenyl)cyclobutylcarbamate). Isolated yield 42.0%. Reaction SMILES: [C:1]([O:5][C:6](=[O:35])[NH:7][C:8]1([C:12]2[CH:17]=[CH:16][C:15]([C:18]3[C:19]([C:29]4[CH:34]=[CH:33][CH:32]=[CH:31][CH:30]=4)=[CH:20][C:21]4[NH:22][C:23](=[O:28])NC[C:26]=4[N:27]=3)=[CH:14][CH:13]=2)[CH2:11][CH2:10][CH2:9]1)([CH3:4])([CH3:3])[CH3:2].C(=O)([O-])[O-].[K+].[K+].[CH3:42]I.C(=O)(O)[O-].[Na+].C[N:50]([CH:52]=O)C>>[CH3:42][CH:52]1[NH:50][C:26]2[N:27]=[C:18]([C:15]3[CH:14]=[CH:13][C:12]([C:8]4([NH:7][C:6](=[O:35])[O:5][C:1]([CH3:2])([CH3:4])[CH3:3])[CH2:9][CH2:10][CH2:11]4)=[CH:17][CH:16]=3)[C:19]([C:29]3[CH:30]=[CH:31][CH:32]=[CH:33][CH:34]=3)=[CH:20][C:21]=2[NH:22][C:23]1=[O:28] |f:1.2.3,5.6|. Procedure: To a solution of tert-butyl(1-(4-(2-oxo-7-phenyl-1,2,3,4-tetrahydropyrido[3,2-d]pyrimidin-6-yl)phenyl)cyclobutyl)carbamate (71 mg, 0.15 mmol) in dry DMF (1 ml) was added potassium carbonate (21 mg, 0.15 mmol) and methyl iodide (9.4 μl, 0.15 mmol) under nitrogen. The resulting mixture was stirred overnight at room temperature. Potassium carbonate (42 mg, 0.30 mmol) and methyl iodide (18.8 μl, 0.30 mmol) were added under nitrogen. The resulting mixture was stirred for 1 hr at room temperature. Pot... Reactants: Cl.C(C1=CC=CC=C1)N1CC(C(CC1)C(=O)OCC)=O (ethyl N-benzyl-3-oxo-4-piperidine-carboxylate hydrochloride), Cl.NC(=N)N (guanidine hydrochloride), C[O-].[Na+] (sodium methoxide). Conditions: temperature 100 celsius, time 8 hour. Reaction SMILES: Cl.[CH2:2]([N:9]1[CH2:14][CH2:13][CH:12]([C:15]([O:17]CC)=O)[C:11](=O)[CH2:10]1)[C:3]1[CH:8]=[CH:7][CH:6]=[CH:5][CH:4]=1.Cl.[NH2:22][C:23]([NH2:25])=[NH:24].C[O-].[Na+]>CO>[NH2:24][C:23]1[N:25]=[C:11]2[CH2:10][N:9]([CH2:2][C:3]3[CH:8]=[CH:7][CH:6]=[CH:5][CH:4]=3)[CH2:14][CH2:13][CH:12]2[C:15](=[O:17])[N:22]=1 |f:0.1,2.3,4.5|. The solvent is CO (methanol). Product: NC1=NC(C2C(=N1)CN(CC2)CC2=CC=CC=C2)=O (2-Amino-7-benzyl-5,6,7,8-tetrahydropyrido[3,4-d]pyrimidin-4(4aH)-one). Procedure details: A suspension of ethyl N-benzyl-3-oxo-4-piperidine-carboxylate hydrochloride (2.98 g, 10 mmol) and guanidine hydrochloride (1.15 g, 12 mmol) in a solution of sodium methoxide in methanol (11.5 mL, 25% wt) was stirred at 100° C. in a sealed tube overnight before solvent was removed in vacuo. Residue was dissolved in water (10 mL) and was extracted by CHCl3 and i-PrOH (3:1, 5×80 mL), dried over sodium sulfate. Solvent was removed in vacuo, and the product was obtained as a light yellow powder (2.45... Isolated yield 95.6%. Starting materials: Cl (hydrochloric acid), COC1=CC=C(C(=O)CCCC(=O)O)C=C1 (4-(4-methoxybenzoyl)butanoic acid), [OH-].[Na+] (sodium hydroxide), [BH4-].[Na+] (sodium borohydride). Solvent: O (water). Run at time 24 hour. The product is OC(CCCC(=O)O)C1=CC=C(C=C1)OC (5-hydroxy-5-(4-methoxyphenyl)pentanoic acid). The yield is 98.2%. As a reaction SMILES: [CH3:1][O:2][C:3]1[CH:16]=[CH:15][C:6]([C:7]([CH2:9][CH2:10][CH2:11][C:12]([OH:14])=[O:13])=[O:8])=[CH:5][CH:4]=1.[OH-].[Na+].[BH4-].[Na+].Cl>O>[OH:8][CH:7]([C:6]1[CH:5]=[CH:4][C:3]([O:2][CH3:1])=[CH:16][CH:15]=1)[CH2:9][CH2:10][CH2:11][C:12]([OH:14])=[O:13] |f:1.2,3.4|. Reported procedure: To 4.44 g of 4-(4-methoxybenzoyl)butanoic acid was added a solution of 0.8 g of sodium hydroxide in 30 ml of water, and to this solution was added 1.5 g of sodium borohydride, followed by stirring of the mixture at room temperature for 24 hours. The mixture was neutralized with diluted hydrochloric acid, extracted with ether, washed with water and dried, followed by evaporation of the solvent to give 4.4 g of 5-hydroxy-5-(4-methoxyphenyl)pentanoic acid as yellow oily product. Reactants: N#CCBr, O=C1NC(=O)c2ccccc21, CN(C)C=O, [K], O. Product: N#CCN1C(=O)c2ccccc2C1=O. RXN SMILES: [Br:1][CH2:2][C:3]#[N:4].[C:5]1(=[O:15])[c:6]2[c:7]([cH:11][cH:12][cH:13][cH:14]2)[C:8](=[O:10])[NH:9]1.[CH3:18][N:19]([CH3:20])[CH:21]=[O:22].[K:16].[OH2:17]>>[CH2:2]([C:3]#[N:4])[N:9]1[C:5](=[O:15])[c:6]2[c:7]([cH:11][cH:12][cH:13][cH:14]2)[C:8]1=[O:10]. The reactants are C1CCOC1, CI, Cc1ncncc1C(=O)Nc1ccc(-n2nc(C(F)(F)F)cc2C2CC2)c(F)c1, [H-], [Na+]. Product: Cc1ncncc1C(=O)N(C)c1ccc(-n2nc(C(F)(F)F)cc2C2CC2)c(F)c1. As a reaction SMILES: [CH2:34]1[O:35][CH2:36][CH2:37][CH2:38]1.[CH3:32][I:33].[CH:1]1([c:4]2[cH:5][c:6]([C:26]([F:27])([F:28])[F:29])[n:7][n:8]2-[c:9]2[c:10]([F:25])[cH:11][c:12]([NH:15][C:16](=[O:17])[c:18]3[c:19]([CH3:24])[n:20][cH:21][n:22][cH:23]3)[cH:13][cH:14]2)[CH2:2][CH2:3]1.[H-:30].[Na+:31]>>[CH:1]1([c:4]2[cH:5][c:6]([C:26]([F:27])([F:28])[F:29])[n:7][n:8]2-[c:9]2[c:10]([F:25])[cH:11][c:12]([N:15]([C:16](=[O:17])[c:18]3[c:19]([CH3:24])[n:20][cH:21][n:22][cH:23]3)[CH3:32])[cH:13][cH:14]2)[CH2:2][CH2:3]1. Run in CC(=O)N(C)C (DMA), CCOC(=O)C (EtOAc). The reactants are BrC=1C=C2C(=NNC(C2=CC1)=O)Cl (6-bromo-4-chloro-2H-phthalazin-1-one), O1C(=CC=C1)C1=C(CN)C=CC=C1 (2-furan-2-yl-benzylamine), C=1C=CC(=CC1)P(C=2C=CC=CC2)C3=CC=C4C=CC=CC4=C3C5=C6C=CC=CC6=CC=C5P(C=7C=CC=CC7)C=8C=CC=CC8 (rac-BINAP), CC(C)(C)[O-].[Na+] (NaOt-Bu). RXN SMILES: Br[C:2]1[CH:3]=[C:4]2[C:9](=[CH:10][CH:11]=1)[C:8](=[O:12])[NH:7][N:6]=[C:5]2[Cl:13].[O:14]1[CH:18]=[CH:17][CH:16]=[C:15]1[C:19]1[CH:26]=[CH:25][CH:24]=[CH:23][C:20]=1[CH2:21][NH2:22].C1C=CC(P(C2C(C3C(P(C4C=CC=CC=4)C4C=CC=CC=4)=CC=C4C=3C=CC=C4)=C3C(C=CC=C3)=CC=2)C2C=CC=CC=2)=CC=1.CC([O-])(C)C.[Na+]>CC(N(C)C)=O.CCOC(C)=O.C1C=CC(/C=C/C(/C=C/C2C=CC=CC=2)=O)=CC=1.C1C=CC(/C=C/C(/C=C/C2C=CC=CC=2)=O)=CC=1.C1C=CC(/C=C/C(/C=C/C2C=CC=CC=2)=O)=CC=1.[Pd].[Pd]>[Cl:13][C:5]1[C:4]2[C:9](=[CH:10][CH:11]=[C:2]([NH:22][CH2:21][C:20]3[CH:23]=[CH:24][CH:25]=[CH:26][C:19]=3[C:15]3[O:14][CH:18]=[CH:17][CH:16]=3)[CH:3]=2)[C:8](=[O:12])[NH:7][N:6]=1 |f:3.4,7.8.9.10.11|. Reported procedure: A mixture 6-bromo-4-chloro-2H-phthalazin-1-one (150 mg, 0.58 mmol), 2-furan-2-yl-benzylamine (111 mg, 0.64 mmol), Pd2(dba)3 (53 mg, 0.058 mmol), rac-BINAP (108 mg, 0.17 mmol) and NaOt-Bu (140 mg, 1.45 mmol) in DMA (6 mL) was heated at 80° C. for 1 h. The mixture was allowed to cool, diluted with EtOAc (25 mL) and washed with water (25 mL). The organic layer was dried over anhydrous sodium sulfate and concentrated. Chromatography on silica (EtOAc/hexanes) yielded the title compound. 4-Chloro-6-(2... The product is ClC1=NNC(C2=CC=C(C=C12)NCC1=C(C=CC=C1)C=1OC=CC1)=O (4-Chloro-6-(2-furan-2-yl-benzylamino)-2H-phthalazin-1-one). The reagents and catalysts are C=1C=CC(=CC1)/C=C/C(=O)/C=C/C2=CC=CC=C2.C=1C=CC(=CC1)/C=C/C(=O)/C=C/C2=CC=CC=C2.C=1C=CC(=CC1)/C=C/C(=O)/C=C/C2=CC=CC=C2.[Pd].[Pd] (Pd2(dba)3).